From a dataset of the Open Reaction Database (ORD), a public repository of structured organic reaction records. describe an organic reaction: reactants, conditions, products, and yield The reactants are ClC=1N=NC(=CC1)N1N=C(C=C1C)C (3-chloro-6-(3,5-dimethyl-1-pyrazolyl)-pyridazine), O.NN (hydrazine hydrate), O1CCOCC1 (dioxane). Solvent: O (water). The product is N(N)C=1N=NC(=CC1)N1N=C(C=C1C)C (3-hydrazino-6-(3,5-dimethyl-1-pyrazolyl)-pyridazine). Reaction SMILES: Cl[C:2]1[N:3]=[N:4][C:5]([N:8]2[C:12]([CH3:13])=[CH:11][C:10]([CH3:14])=[N:9]2)=[CH:6][CH:7]=1.O.[NH2:16][NH2:17].O1CCOCC1>O>[NH:16]([C:2]1[N:3]=[N:4][C:5]([N:8]2[C:12]([CH3:13])=[CH:11][C:10]([CH3:14])=[N:9]2)=[CH:6][CH:7]=1)[NH2:17] |f:1.2|. Reported procedure: A mixture of 34.2 g. of 3-chloro-6-(3,5-dimethyl-1-pyrazolyl)-pyridazine, 100 ml of 72% hydrazine hydrate and 200 ml of dioxane is stirred at 90°-95° C. for 14 hours, then the mixture is poured into 1 liter of water, extracted three times with 150 ml of chloroform each, and the combined organic phases are dried over magnesium sulphate. After evaporation of the solvent, the residue is recrystallized from isopropanol. Yield: 27 g /80%/; m.p.: 142°-143° C. The reactants are C#CC(=O)OC, [Li]CCCC, COc1ccc(C=CC=O)cc1, [Cl-], [NH4+], C1CCOC1. The product is COC(=O)C#CC(O)C=Cc1ccc(OC)cc1. RXN SMILES: [C:1]([C:2]#[CH:3])(=[O:4])[O:5][CH3:6].[CH2:7]([Li:8])[CH2:9][CH2:10][CH3:11].[CH3:12][O:13][c:14]1[cH:15][cH:16][c:17]([CH:18]=[CH:19][CH:20]=[O:21])[cH:22][cH:23]1.[Cl-:24].[NH4+:25].[O:26]1[CH2:27][CH2:28][CH2:29][CH2:30]1>>[C:1]([C:2]#[C:3][CH:20]([CH:19]=[CH:18][c:17]1[cH:16][cH:15][c:14]([O:13][CH3:12])[cH:23][cH:22]1)[OH:21])(=[O:4])[O:5][CH3:6]. The reactants are solution, C(CCC)[Li] (n-butyl lithium), CCCCCC (hexane), CN(C)CCN(C)C (TMEDA), C(C)N1C(=CC(C2=CC(=CC=C12)C(C)C)=O)C=1OC=CC1 (1-Ethyl-2-(2-furyl)-6-isopropyl-1,4-dihydro-4-oxoquinoline), C(C)C=1C=C2CCC(C2=CC1)=O (5-ethyl-1-indanone). The solvent is C1CCOC1 (THF), [Cl-].[NH4+] (ammonium chloride), C1CCOC1 (THF). Product: C(C)C=1C=C2CC3=C(N(C=4C=CC(=CC4C3=O)C(C)C)CC)C2=CC1 (2.5-Diethyl-8-isopropyl-5,10-dihydro-11H-indeno[1,2-b]quinolin-10-one). As a reaction SMILES: C([Li])CCC.CCCCCC.CN(CCN(C)C)C.[CH2:20]([C:22]1[CH:23]=[C:24]2[C:28](=[CH:29][CH:30]=1)[C:27](=O)[CH2:26][CH2:25]2)[CH3:21].[CH2:32]([N:34]1[C:43]2[C:38](=[CH:39][C:40]([CH:44]([CH3:46])[CH3:45])=[CH:41][CH:42]=2)[C:37](=[O:47])C=C1C1OC=CC=1)[CH3:33]>C1COCC1.[Cl-].[NH4+]>[CH2:20]([C:22]1[CH:23]=[C:24]2[C:28](=[CH:29][CH:30]=1)[C:27]1[N:34]([CH2:32][CH3:33])[C:43]3[CH:42]=[CH:41][C:40]([CH:44]([CH3:45])[CH3:46])=[CH:39][C:38]=3[C:37](=[O:47])[C:26]=1[CH2:25]2)[CH3:21] |f:6.7|. Procedure details: To a 1.53M solution of n-butyl lithium in hexane (13.2 mL, 20.2 mmol) was added TMEDA (3.1 mL, 20.2 mmol) under argon atmosphere at room temperature with stirring. To this was added with ice cooling a solution of 5-ethyl-1-indanone(3.24 g, 20.2 mmol) in anhydrous THF followed by stirring at room temperature for 1 hour. After ice cooling the mixture, a solution of 1-ethyl-6-isopropylisatoic anhydride (Example 6, step 1) (2.35 g, 10.1 mmol) in anhydrous THF was added dropwise thereto. The mixture ...